This data is from the Open Reaction Database (ORD), a public repository of structured organic reaction records. The task is: describe an organic reaction: reactants, conditions, products, and yield Reactants: CCO, Cl, CCOC(=O)c1nc(C(F)(F)F)c(C(F)(F)F)nc1N, [Na+], [OH-], O. Product: Nc1nc(C(F)(F)F)c(C(F)(F)F)nc1C(=O)O. RXN SMILES: [CH3:25][CH2:26][OH:27].[ClH:24].[NH2:1][c:2]1[c:3]([C:16](=[O:17])[O:18][CH2:19][CH3:20])[n:4][c:5]([C:12]([F:13])([F:14])[F:15])[c:6]([C:8]([F:9])([F:10])[F:11])[n:7]1.[Na+:22].[OH-:21].[OH2:23]>>[NH2:1][c:2]1[c:3]([C:16](=[O:17])[OH:18])[n:4][c:5]([C:12]([F:13])([F:14])[F:15])[c:6]([C:8]([F:9])([F:10])[F:11])[n:7]1. Reactants: BrCCCCCCOC=1C=CC2=C(C(OC(N2)=O)(C)C)C1 (6-(6-bromohexyloxy)-4,4-dimethyl-4H-3,1-benzoxazin-2-one), COC=1C=C(C=CC1OC)S (3,4-dimethoxythiophenol). The product is COC=1C=C(C=CC1OC)SCCCCCCOC=1C=CC2=C(C(OC(N2)=O)(C)C)C1 (6-[6-(3,4-Dimethoxy-phenylmercapto)-hexyloxy]-4,4-dimethyl-4H-3,1-benzoxazin-2-one). Reaction SMILES: Br[CH2:2][CH2:3][CH2:4][CH2:5][CH2:6][CH2:7][O:8][C:9]1[CH:10]=[CH:11][C:12]2[NH:17][C:16](=[O:18])[O:15][C:14]([CH3:20])([CH3:19])[C:13]=2[CH:21]=1.[CH3:22][O:23][C:24]1[CH:25]=[C:26]([SH:32])[CH:27]=[CH:28][C:29]=1[O:30][CH3:31]>>[CH3:22][O:23][C:24]1[CH:25]=[C:26]([S:32][CH2:2][CH2:3][CH2:4][CH2:5][CH2:6][CH2:7][O:8][C:9]2[CH:10]=[CH:11][C:12]3[NH:17][C:16](=[O:18])[O:15][C:14]([CH3:20])([CH3:19])[C:13]=3[CH:21]=2)[CH:27]=[CH:28][C:29]=1[O:30][CH3:31]. Procedure: Prepared analogously to Example 1 from 6-(6-bromohexyloxy)-4,4-dimethyl-4H-3,1-benzoxazin-2-one and 3,4-dimethoxythiophenol. The reactants are C1=CCCCC1 (cyclohexene), S(=O)(=O)(Cl)Cl (Sulphuryl chloride), ClC1=CC=C(C=C1)SCN1C(N=CC(=C1)Cl)=O (1-(4-chlorophenylsulphenyl) methyl-5-chloropyrimidin-2-one). Run in ClCCl (dichloromethane), ClCCl (dichloromethane), ClCCl (dichlormethane). Conditions: time 15 minute. The product is ClCN1C(N=CC(=C1)Cl)=O (1-Chloromethyl-5-chloropyrimidin-2-one). As a reaction SMILES: S(Cl)([Cl:4])(=O)=O.ClC1C=CC(S[CH2:14][N:15]2[CH:20]=[C:19]([Cl:21])[CH:18]=[N:17][C:16]2=[O:22])=CC=1.C1CCCCC=1>ClCCl>[Cl:4][CH2:14][N:15]1[CH:20]=[C:19]([Cl:21])[CH:18]=[N:17][C:16]1=[O:22]. Procedure: Sulphuryl chloride (3.0 mmol) in dry dichloromethane (10.0 ml) was added to 1-(4-chlorophenylsulphenyl) methyl-5-chloropyrimidin-2-one (see Example 2) (3.0 mmol) in dry dichlormethane 30.0 ml) at -30° C. for 3 mins. The mixture was stirred at -25° C. for 50 mins before cyclohexene (3.5 mmol) in dry dichloromethane (10 ml) was added. After stirring for 15 mins the mixture was filtered, evaporated and the residue washed three times with Pet. ether. Insoluble 1-chloromethyl-5-chloropyrimidin-2-one ... Reactants: [Br-], O=C(c1cc(Br)ccc1F)C1CC1, Cc1ccccc1, C[P+](c1ccccc1)(c1ccccc1)c1ccccc1. The product is C=C(c1cc(Br)ccc1F)C1CC1. Reaction SMILES: [Br-:21].[Br:1][c:2]1[cH:3][cH:4][c:5]([F:13])[c:6]([C:8](=[O:9])[CH:10]2[CH2:11][CH2:12]2)[cH:7]1.[CH3:14][c:15]1[cH:16][cH:17][cH:18][cH:19][cH:20]1.[CH3:22][P+:23]([c:24]1[cH:25][cH:26][cH:27][cH:28][cH:29]1)([c:30]1[cH:31][cH:32][cH:33][cH:34][cH:35]1)[c:36]1[cH:37][cH:38][cH:39][cH:40][cH:41]1>>[Br:1][c:2]1[cH:3][cH:4][c:5]([F:13])[c:6]([C:8]([CH:10]2[CH2:11][CH2:12]2)=[CH2:14])[cH:7]1.